This data is from the Open Reaction Database (ORD), a public repository of structured organic reaction records. The task is: describe an organic reaction: reactants, conditions, products, and yield The reactants are C(#N)C=1C=NC=CC1 (3-cyanopyridine), [Na] (sodium), CNNC(C1=CC=C(C=C1)Cl)=O (1-methyl-2-(p-chlorobenzoyl)hydrazine). The solvent is CO (methanol), CO (methanol). Run at time 0.5 hour. The product is CN1N=C(N=C1C=1C=NC=CC1)C1=CC=C(C=C1)Cl (1-methyl-3-(p-chlorophenyl)-5-(3-pyridyl)-1,2,4-triazole). Yield: 3.8%. RXN SMILES: [C:1]([C:3]1[CH:4]=[N:5][CH:6]=[CH:7][CH:8]=1)#[N:2].[Na].[CH3:10][NH:11][NH:12][C:13](=O)[C:14]1[CH:19]=[CH:18][C:17]([Cl:20])=[CH:16][CH:15]=1>CO>[CH3:10][N:11]1[C:1]([C:3]2[CH:4]=[N:5][CH:6]=[CH:7][CH:8]=2)=[N:2][C:13]([C:14]2[CH:19]=[CH:18][C:17]([Cl:20])=[CH:16][CH:15]=2)=[N:12]1 |^1:8|. Reported procedure: To 3-cyanopyridine (2 g.) in methanol (30 ml.) is added sodium (0.1 g.). The solution is allowed to stand 0.5 hours at ambient temperature and is then added to a solution of 1-methyl-2-(p-chlorobenzoyl)hydrazine (3.6 g.) in methanol (40 ml.). The reaction mixture is heated at reflux for 5 hours and is then concentrated to an oil which solidifies. After recrystallization from isopropanol, yielding 0.2 g of 1-methyl-3-(p-chlorophenyl)-5-(3-pyridyl)-1,2,4-triazole, m.p. 157°-158°C. is obtained.